From a dataset of the Open Reaction Database (ORD), a public repository of structured organic reaction records. describe an organic reaction: reactants, conditions, products, and yield The reactants are C1(=CC=CC=C1)C(=C=O)C1=CC=CC=C1 (diphenylketene), C1(=CC=C(C=C1)S(=O)(=O)OC(C(C1=CC=CC=C1)C1=CC=CC=C1)=O)C (diphenylacetyl p-toluenesulfonate), C1(=CC=CC=C1)C(=C=O)C1=CC=CC=C1 (diphenylketene), O.C1(=CC=C(C=C1)S(=O)(=O)O)C (p-toluenesulfonic acid monohydrate), C1(=CC=CC=C1)C (toluene). The solvent is C(C)OCC (diethylether). Conditions: temperature 22.5 celsius, time 6 hour. Product: C=1(C(=CC=CC1)S(=O)(=O)OC(C(C1=CC=CC=C1)C1=CC=CC=C1)=O)C (diphenylacetyl toluenesulphonate). Yield: 67.0%. As a reaction SMILES: [C:1]1(C)[CH:6]=[CH:5][C:4]([S:7]([O:10][C:11](=[O:25])[CH:12]([C:19]2[CH:24]=[CH:23][CH:22]=[CH:21][CH:20]=2)[C:13]2[CH:18]=[CH:17][CH:16]=[CH:15][CH:14]=2)(=[O:9])=[O:8])=[CH:3][CH:2]=1.O.[C:28]1(C)C=CC(S(O)(=O)=O)=CC=1.C1(C)C=CC=CC=1.C1(C(C2C=CC=CC=2)=C=O)C=CC=CC=1>C(OCC)C>[C:5]1([CH3:28])[C:4]([S:7]([O:10][C:11](=[O:25])[CH:12]([C:13]2[CH:18]=[CH:17][CH:16]=[CH:15][CH:14]=2)[C:19]2[CH:20]=[CH:21][CH:22]=[CH:23][CH:24]=2)(=[O:9])=[O:8])=[CH:3][CH:2]=[CH:1][CH:6]=1 |f:1.2|. Reported procedure: The preparation of diphenylacetyl p-toluenesulfonate. A 100-mL, flask equipped with a magnetic stirring bar and Dean-Stark apparatus was charged with p-toluenesulfonic acid monohydrate (9.51 g, 0.05 mol) and toluene (60 mL). The mixture was refluxed for 2 h to remove water and toluene was distilled off to 10 mL volume at normal pressure. This residue was cooled to 20-25° C. and added dropwise to a stirred solution of diphenylketene (9.7 g, 0.05 mol) in anhydrous diethylether (20 mL) at 0-5° C. o... Starting materials: CN(C(=O)N)C (N,N-dimethyl urea), C(=O)([O-])[O-].[Cs+].[Cs+] (Cs2CO3), CC1(C2=C(C(=CC=C2)P(C3=CC=CC=C3)C4=CC=CC=C4)OC5=C(C=CC=C51)P(C6=CC=CC=C6)C7=CC=CC=C7)C (XANTPHOS), ClC1=NC=CC(=C1)OC=1C=NC(=CC1)[N+](=O)[O-] (2-chloro-4-((6-nitropyridin-3-yl)oxy)pyridine). The reagents and catalysts are C=1C=CC(=CC1)/C=C/C(=O)/C=C/C2=CC=CC=C2.C=1C=CC(=CC1)/C=C/C(=O)/C=C/C2=CC=CC=C2.C=1C=CC(=CC1)/C=C/C(=O)/C=C/C2=CC=CC=C2.[Pd].[Pd] (Pd2(dba)3). Solvent: O1CCOCC1 (dioxane). Conditions: temperature 100 celsius. Yields the product CN(C(=O)NC1=NC=CC(=C1)OC=1C=NC(=CC1)[N+](=O)[O-])C (1,1-dimethyl-3-(4-((6-nitropyridin-3-yl)oxy)pyridin-2-yl)urea). The yield is 86.2%. As a reaction SMILES: Cl[C:2]1[CH:7]=[C:6]([O:8][C:9]2[CH:10]=[N:11][C:12]([N+:15]([O-:17])=[O:16])=[CH:13][CH:14]=2)[CH:5]=[CH:4][N:3]=1.[CH3:18][N:19]([CH3:23])[C:20]([NH2:22])=[O:21].C([O-])([O-])=O.[Cs+].[Cs+].CC1(C)C2C(=C(P(C3C=CC=CC=3)C3C=CC=CC=3)C=CC=2)OC2C(P(C3C=CC=CC=3)C3C=CC=CC=3)=CC=CC1=2>O1CCOCC1.C1C=CC(/C=C/C(/C=C/C2C=CC=CC=2)=O)=CC=1.C1C=CC(/C=C/C(/C=C/C2C=CC=CC=2)=O)=CC=1.C1C=CC(/C=C/C(/C=C/C2C=CC=CC=2)=O)=CC=1.[Pd].[Pd]>[CH3:18][N:19]([CH3:23])[C:20]([NH:22][C:2]1[CH:7]=[C:6]([O:8][C:9]2[CH:10]=[N:11][C:12]([N+:15]([O-:17])=[O:16])=[CH:13][CH:14]=2)[CH:5]=[CH:4][N:3]=1)=[O:21] |f:2.3.4,7.8.9.10.11|. Procedure: A mixture of Example A1 (6 g, 23.8 mmol) in dioxane (100 mL) was sparged with Ar under sonication for 20 min, then treated with N,N-dimethyl urea (10.50 g, 119 mmol), Cs2CO3 (1.942 g, 5.96 mmol), and XANTPHOS (2.76 g, 4.77 mmol), and again sparged with Ar under sonication for 15 min. Pd2(dba)3 (2.18 g, 2.38 mmol) was added and the mixture was again sparged with Ar for 15 min under sonication. The reaction was then heated to 100° C. for 3 h. The mixture was cooled to RT, diluted with EtOAc and th... Procedure details: A mixture of 1,2,3-trimethyl-1H-imidazo[4,5-b]-pyrazinium p-toluenesulfonate (1.67 g, 0.050 mole) and 3-formyl-1-phenylindazole (1.11 g, 0.050 mole) is heated together in acetic anhydride (15 ml) at reflux for 30 minutes. After chilling, ether (500 ml) is added and the solid which separates is filtered off and dried. Yield 1.92 g, (72%). After recrystallization from water the yield of dye is 0.55 g (41%). The product is C1(=CC=C(C=C1)S(=O)(=O)[O-])C.C[NH+]1C(N(C=2C1=NC=CN2)C)C=CC2=NN(C1=CC=CC=C21)C2=CC=CC=C2 (1,3-Dimethyl-2-[2-(1-phenyl-3-indazolyl)vinyl]1H-imidazo[4,5-b]pyrazinium p-toluenesulfonate). Solvent: C(C)(=O)OC(C)=O (acetic anhydride). Reaction SMILES: [C:1]1([CH3:11])[CH:6]=[CH:5][C:4]([S:7]([O-:10])(=[O:9])=[O:8])=[CH:3][CH:2]=1.[CH3:12][NH+:13]1[C:17]2=[N:18][CH:19]=[CH:20][N:21]=[C:16]2[N:15]([CH3:22])[CH:14]1[CH3:23].[CH:24]([C:26]1[C:34]2[C:29](=[CH:30][CH:31]=[CH:32][CH:33]=2)[N:28]([C:35]2[CH:40]=[CH:39][CH:38]=[CH:37][CH:36]=2)[N:27]=1)=O.CCOCC>C(OC(=O)C)(=O)C>[C:1]1([CH3:11])[CH:2]=[CH:3][C:4]([S:7]([O-:10])(=[O:8])=[O:9])=[CH:5][CH:6]=1.[CH3:22][NH+:15]1[C:16]2=[N:21][CH:20]=[CH:19][N:18]=[C:17]2[N:13]([CH3:12])[CH:14]1[CH:23]=[CH:24][C:26]1[C:34]2[C:29](=[CH:30][CH:31]=[CH:32][CH:33]=2)[N:28]([C:35]2[CH:40]=[CH:39][CH:38]=[CH:37][CH:36]=2)[N:27]=1 |f:0.1,5.6|. Starting materials: C1(=CC=C(C=C1)S(=O)(=O)[O-])C.C[NH+]1C(N(C=2C1=NC=CN2)C)C (1,2,3-trimethyl-1H-imidazo[4,5-b]-pyrazinium p-toluenesulfonate), C(=O)C1=NN(C2=CC=CC=C12)C1=CC=CC=C1 (3-formyl-1-phenylindazole), CCOCC (ether). Starting materials: C(C)(C)(C)OC(=O)NC(C/C=C/C(=O)OCC)(C)C (Ethyl (2E)-5-(tert-butoxycarbonylamino)-5-methylhex-2-enoate), [OH-].[Li+] (Lithium hydroxide). The solvent is O1CCOCC1 (dioxane), O (water), O (Water). Reaction conditions: time 16 hour. Yields the product C(C)(C)(C)OC(=O)NC(C/C=C/C(=O)O)(C)C ((2E)-5-(tert-butoxycarbonylamino)-5-methylhex-2-enoic acid). Isolated yield 95.1%. Reaction SMILES: [C:1]([O:5][C:6]([NH:8][C:9]([CH3:19])([CH3:18])[CH2:10]/[CH:11]=[CH:12]/[C:13]([O:15]CC)=[O:14])=[O:7])([CH3:4])([CH3:3])[CH3:2].[OH-].[Li+]>O1CCOCC1.O>[C:1]([O:5][C:6]([NH:8][C:9]([CH3:19])([CH3:18])[CH2:10]/[CH:11]=[CH:12]/[C:13]([OH:15])=[O:14])=[O:7])([CH3:4])([CH3:2])[CH3:3] |f:1.2|. Reported procedure: Ethyl (2E)-5-(tert-butoxycarbonylamino)-5-methylhex-2-enoate (1.233 g, 4.54 mmol) was dissolved in dioxane (20 mL). Lithium hydroxide (0.120 g, 5.00 mmol) was added as a solid. Water (10 mL) was added, until a clear solution was reached. The solution was stirred 16 h at room temperature. The solution was diluted with water (70 mL) and was extracted with tert-butyl methyl ether (2×100 mL). The aqueous phase was acidified with 1 N sodium hydrogensulfate solution (pH=1) and was extracted with tert-... Reactants: 17.8, II (iodine), CC1=CC=C(S1)C=1SC=CC1 (5-methyl(2,2'-bithienyl)). Reagents/catalysts: [Hg]=O (mercury (II) oxide). Solvent: CCCCCCC (heptane). Run at time 20 hour. The product is IC1=CC=C(S1)C=1SC(=CC1)C (5-iodo-5'-methyl(2,2'-bithienyl)). As a reaction SMILES: [CH3:1][C:2]1[S:6][C:5]([C:7]2[S:8][CH:9]=[CH:10][CH:11]=2)=[CH:4][CH:3]=1.[I:12]I>CCCCCCC.[Hg]=O>[I:12][C:9]1[S:8][C:7]([C:5]2[S:6][C:2]([CH3:1])=[CH:3][CH:4]=2)=[CH:11][CH:10]=1. Procedure: A solution of 12.2 grams (0.068 mole) of 5-methyl(2,2'-bithienyl) in 50 mL of heptane was stirred, and, in alternate portions, 17.8 (0.070 mole) of iodine and 12.4 grams (0.057 mole) of mercury (II) oxide were added. Upon completion of addition the reaction mixture stirred for 20 hours, and then was filtered through diatomaceous earth. The filtrate was concentrated under reduced pressure to a residual solid. The solid was recrystallized from ethanol to yield 5.2 grams of 5-iodo-5'-methyl(2,2'-bi... The reactants are CC(C)([O-])C.[K+] (potassium tert-butoxide), compound, ( II ), C1(CCCC1)N1C(C(=CC2=C1N=C(N=C2)S(=O)(=O)C)C2=C(C=CC=C2Cl)Cl)=O (8-cyclopentyl-6-(2,6-dichlorophenyl)-2-methylsulfonyl-8H-pyrido[2,3-d]pyrimidin-7-one), compound, ( III ), N=1SN=C2C1C=CC(=C2)N (2,1,3-benzothiadiazol-5-ylamine). The solvent is CS(=O)C (DMSO), O (water), C(C)(=O)OCC (ethyl acetate). Product: N=1SN=C2C1C=CC(=C2)NC=2N=CC1=C(N2)N(C(C(=C1)C1=C(C=CC=C1Cl)Cl)=O)C1CCCC1 (2-(2,1,3-benzothiadiazol-5-ylamino)-8-cyclopentyl-6-(2,6-dichlorophenyl)-8H-pyrido[2,3-d]pyrimidin-7-one). Reaction SMILES: CC(C)([O-])C.[K+].[CH:7]1([N:12]2[C:17]3[N:18]=[C:19](S(C)(=O)=O)[N:20]=[CH:21][C:16]=3[CH:15]=[C:14]([C:26]3[C:31]([Cl:32])=[CH:30][CH:29]=[CH:28][C:27]=3[Cl:33])[C:13]2=[O:34])[CH2:11][CH2:10][CH2:9][CH2:8]1.[N:35]1[S:36][N:37]=[C:38]2[CH:43]=[C:42]([NH2:44])[CH:41]=[CH:40][C:39]=12>CS(C)=O.O.C(OCC)(=O)C>[N:35]1[S:36][N:37]=[C:38]2[CH:43]=[C:42]([NH:44][C:19]3[N:20]=[CH:21][C:16]4[CH:15]=[C:14]([C:26]5[C:31]([Cl:32])=[CH:30][CH:29]=[CH:28][C:27]=5[Cl:33])[C:13](=[O:34])[N:12]([CH:7]5[CH2:11][CH2:10][CH2:9][CH2:8]5)[C:17]=4[N:18]=3)[CH:41]=[CH:40][C:39]=12 |f:0.1|. Procedure details: 202 mg of potassium tert-butoxide are added in 3 installments, at ambient temperature under argon, to 500 mg of compound of formula (II), 8-cyclopentyl-6-(2,6-dichlorophenyl)-2-methylsulfonyl-8H-pyrido[2,3-d]pyrimidin-7-one, and 249 mg of the compound of formula (III), 2,1,3-benzothiadiazol-5-ylamine, in suspension in 18 ml of DMSO. After a contact time of 45 min, the reaction medium is diluted with a mixture of water and ethyl acetate. The aqueous phase is extracted with ethyl acetate and the c... Starting materials: C(C)[Mg]Br (Ethylmagnesium bromide), COC(C1=CC=C(C=C1)Br)=O (4-bromo-benzoic acid methyl ester), O1CCCC1 (tetrahydrofuran), [Cl-].[NH4+] (ammonium chloride). Run at temperature 0 celsius, time 30 minute. The product is BrC1=CC=C(C=C1)C(CC)(CC)O (3-(4-bromo-phenyl)-pentan-3-ol). Isolated yield 98.0%. Reaction SMILES: [CH2:1]([Mg]Br)[CH3:2].CO[C:7](=[O:15])[C:8]1[CH:13]=[CH:12][C:11]([Br:14])=[CH:10][CH:9]=1.[Cl-].[NH4+].O1CC[CH2:20][CH2:19]1>>[Br:14][C:11]1[CH:10]=[CH:9][C:8]([C:7]([OH:15])([CH2:1][CH3:2])[CH2:19][CH3:20])=[CH:13][CH:12]=1 |f:2.3|. Reported procedure: Ethylmagnesium bromide (3 M solution in diethyl ether, 77.5 mL, 233 mmol) was added to a solution of 4-bromo-benzoic acid methyl ester (20 g, 93 mmol) in tetrahydrofuran (220 mL) in a nitrogen atmosphere at 0° C., and the mixture was stirred at 0° C. for 30 minutes. The reaction mixture was then poured into a saturated aqueous ammonium chloride solution, followed by extraction with ethyl acetate. The organic layer was dried over anhydrous magnesium sulfate, filtered and concentrated under reduce... Product: O1CCNCC12CCN(CC2)CC=2C=C(CCN(C(OC(C)(C)C)=O)C[C@@H](C1=C3C=CC(NC3=C(C=C1)O)=O)O)C=CC2 ((R)-tert-Butyl 3-(1-oxa-4,9-diazaspiro[5.5]undecan-9-ylmethyl)phenethyl(2-hydroxy-2-(8-hydroxy-2-oxo-1,2-dihydroquinolin-5-yl)ethyl)carbamate). Procedure: A solution of (R)-tert-butyl 2-hydroxy-2-(8-hydroxy-2-oxo-1,2-dihydroquinolin-5-yl)ethyl(3-((4-(2,2,2-trifluoroacetyl)-1-oxa-4,9-diazaspiro[5.5]undecan-9-yl)methyl)phenethyl)carbamate (example 12, step g) (0.100 g) in methanol (5.0 mL) was treated with a solution of potassium carbonate (0.035 g) in water (5.0 mL) and the resultant mixture stirred at 20° C. for 5 hours. The methanol was evaporated off under a stream of nitrogen and further water (5.0 mL) was added. The solution was acidified by a... Reaction SMILES: [OH:1][C@H:2]([C:38]1[CH:47]=[CH:46][C:45]([OH:48])=[C:44]2[C:39]=1[CH:40]=[CH:41][C:42](=[O:49])[NH:43]2)[CH2:3][N:4]([CH2:12][CH2:13][C:14]1[CH:19]=[CH:18][CH:17]=[C:16]([CH2:20][N:21]2[CH2:37][CH2:36][C:24]3([O:29][CH2:28][CH2:27][N:26](C(=O)C(F)(F)F)[CH2:25]3)[CH2:23][CH2:22]2)[CH:15]=1)[C:5](=[O:11])[O:6][C:7]([CH3:10])([CH3:9])[CH3:8].C(=O)([O-])[O-].[K+].[K+]>CO.O>[O:29]1[C:24]2([CH2:36][CH2:37][N:21]([CH2:20][C:16]3[CH:15]=[C:14]([CH:19]=[CH:18][CH:17]=3)[CH2:13][CH2:12][N:4]([CH2:3][C@H:2]([OH:1])[C:38]3[CH:47]=[CH:46][C:45]([OH:48])=[C:44]4[C:39]=3[CH:40]=[CH:41][C:42](=[O:49])[NH:43]4)[C:5](=[O:11])[O:6][C:7]([CH3:10])([CH3:9])[CH3:8])[CH2:22][CH2:23]2)[CH2:25][NH:26][CH2:27][CH2:28]1 |f:1.2.3|. Solvent: CO (methanol), CO (methanol), O (water). Reactants: resultant mixture, O[C@@H](CN(C(OC(C)(C)C)=O)CCC1=CC(=CC=C1)CN1CCC2(CN(CCO2)C(C(F)(F)F)=O)CC1)C1=C2C=CC(NC2=C(C=C1)O)=O ((R)-tert-Butyl 2-hydroxy-2-(8-hydroxy-2-oxo-1,2-dihydroquinolin-5-yl)ethyl(3-((4-(2,2,2-trifluoroacetyl)-1-oxa-4,9-diazaspiro[5.5]undecan-9-yl)methyl)phenethyl)carbamate), C([O-])([O-])=O.[K+].[K+] (potassium carbonate). Reactants: C(C(C)C)(=O)OC(C(C)C)=O (Isobutyric anhydride), FC=1C(=NC=CC1)C=1N(C=CN1)CC1=C(C(=NC=N1)NN)CCC ({6-[2-(3-fluoro-pyridin-2-yl)-imidazol-1-ylmethyl]-5-propyl-pyrimidin-4-yl}-hydrazine), C(Cl)Cl (methylene chloride). Run in O=P(Cl)(Cl)Cl (POCl3). Run at time 1 hour. Yields the product FC=1C(=NC=CC1)C=1N(C=CN1)CC1=C(C=2N(C=N1)N=C(N2)C(C)C)CCC (7-[2-(3-Fluoro-pyridin-2-yl)-imidazol-1-ylmethyl]-2-isopropyl-8-propyl-[1,2,4]triazolo[1,5-c]pyrimidine). RXN SMILES: [C:1](OC(=O)C(C)C)(=O)[CH:2](C)[CH3:3].[F:12][C:13]1[C:14]([C:19]2[N:20]([CH2:24][C:25]3[N:30]=[CH:29][N:28]=[C:27]([NH:31][NH2:32])[C:26]=3[CH2:33][CH2:34][CH3:35])[CH:21]=[CH:22][N:23]=2)=[N:15][CH:16]=[CH:17][CH:18]=1.[CH2:36](Cl)Cl>O=P(Cl)(Cl)Cl>[F:12][C:13]1[C:14]([C:19]2[N:20]([CH2:24][C:25]3[N:30]=[CH:36][N:31]4[N:32]=[C:29]([CH:2]([CH3:3])[CH3:1])[N:28]=[C:27]4[C:26]=3[CH2:33][CH2:34][CH3:35])[CH:21]=[CH:22][N:23]=2)=[N:15][CH:16]=[CH:17][CH:18]=1. Reported procedure: Isobutyric anhydride (0.5 mL) is added to a mixture of 131 (45 mg) in methylene chloride (10 mL). The mixture is stirred at room temperature for 1 hour. The solvent is removed to get residue, LC-MS (M+1) 398.17. The residue is dissolved in POCl3 (1 mL), and the mixture is heated at 85° C. for 1 hour. Excess POCl3 is removed. The residue is dissolved in methylene chloride, and washed with sat. NaHCO3, dried, and purified by TLC with 5% MeOH in methylene chloride to give the title product (156). 1... The reactants are FC(C=1C=C(C=C(C1)C(F)(F)F)[C@@H]1[C@@H](N(C(O1)=O)CC1=C(C=CC(=C1)C(F)(F)F)I)C)(F)F ((4S,5R)-5-[3,5-bis(trifluoromethyl)phenyl]-3-[2-iodo-5-(trifluoromethyl)benzyl]-4-methyl-1,3-oxazolidin-2-one), FC(C=1C=C(C=C(C1)C(F)(F)F)[C@@H]1[C@@H](N(C(O1)=O)CC1=C(C=CC(=C1)C(F)(F)F)I)C)(F)F ((4S,5R)-5-[3,5-bis(trifluoromethyl)phenyl]-3-[2-iodo-5-(trifluoromethyl)benzyl]-4-methyl-1,3-oxazolidin-2-one), COC=1SC(=CC1B(O)O)C ((2-methoxy-5-methyl-3-thienyl)boronic acid), C([O-])([O-])=O.[Na+].[Na+] (sodium carbonate). Reagents/catalysts: C=1C=CC(=CC1)[P](C=2C=CC=CC2)(C=3C=CC=CC3)[Pd]([P](C=4C=CC=CC4)(C=5C=CC=CC5)C=6C=CC=CC6)([P](C=7C=CC=CC7)(C=8C=CC=CC8)C=9C=CC=CC9)[P](C=1C=CC=CC1)(C=1C=CC=CC1)C=1C=CC=CC1 (tetrakis(triphenylphosphine)palladium). The product is FC(C=1C=C(C=C(C1)C(F)(F)F)[C@@H]1[C@@H](N(C(O1)=O)CC1=C(C=CC(=C1)C(F)(F)F)C1=C(SC(=C1)C)OC)C)(F)F ((4S,5R)-5-[3,5-bis(trifluoromethyl)phenyl]-3-[2-(2-methoxy-5-methyl-3-thienyl)-5-(trifluoromethyl)benzyl]-4-methyl-1,3-oxazolidin-2-one). Reaction SMILES: [F:1][C:2]([F:33])([F:32])[C:3]1[CH:4]=[C:5]([C@H:13]2[O:17][C:16](=[O:18])[N:15]([CH2:19][C:20]3[CH:25]=[C:24]([C:26]([F:29])([F:28])[F:27])[CH:23]=[CH:22][C:21]=3I)[C@H:14]2[CH3:31])[CH:6]=[C:7]([C:9]([F:12])([F:11])[F:10])[CH:8]=1.[CH3:34][O:35][C:36]1[S:37][C:38]([CH3:44])=[CH:39][C:40]=1B(O)O.C(=O)([O-])[O-].[Na+].[Na+]>C1C=CC([P]([Pd]([P](C2C=CC=CC=2)(C2C=CC=CC=2)C2C=CC=CC=2)([P](C2C=CC=CC=2)(C2C=CC=CC=2)C2C=CC=CC=2)[P](C2C=CC=CC=2)(C2C=CC=CC=2)C2C=CC=CC=2)(C2C=CC=CC=2)C2C=CC=CC=2)=CC=1>[F:1][C:2]([F:33])([F:32])[C:3]1[CH:4]=[C:5]([C@H:13]2[O:17][C:16](=[O:18])[N:15]([CH2:19][C:20]3[CH:25]=[C:24]([C:26]([F:29])([F:28])[F:27])[CH:23]=[CH:22][C:21]=3[C:40]3[CH:39]=[C:38]([CH3:44])[S:37][C:36]=3[O:35][CH3:34])[C@H:14]2[CH3:31])[CH:6]=[C:7]([C:9]([F:12])([F:11])[F:10])[CH:8]=1 |f:2.3.4,^1:54,56,75,94|. Reported procedure: (4S,5R)-5-[3,5-bis(trifluoromethyl)phenyl]-3-[2-iodo-5-(trifluoromethyl)benzyl]-4-methyl-1,3-oxazolidin-2-one (Intermediate 21, 13 mg; 0.0219 mmol) was treated with (2-methoxy-5-methyl-3-thienyl)boronic acid (Step C, 10.4 mg; 0.0657 mmol), tetrakis(triphenylphosphine)palladium (0) (3 mg; 0.0026 mmol), and sodium carbonate (20 mg) as described in Example 291 to afford (4S,5R)-5-[3,5-bis(trifluoromethyl)phenyl]-3-[2-(2-methoxy-5-methyl-3-thienyl)-5-(trifluoromethyl)benzyl]-4-methyl-1,3-oxazolidin-...